Dataset: the Open Reaction Database (ORD), a public repository of structured organic reaction records. Task: describe an organic reaction: reactants, conditions, products, and yield Reactants: COC1=CC(C(=O)O)=NC2=C(C=CC=C12)[N+](=O)[O-] (4-Methoxy-8-nitroquinaldic acid), N,N'-carbonyldiimidazole, NC1=NN=NN1 (5-Aminotetrazole). The solvent is CN(C=O)C (dimethylformamide). Product: COC1=CC(C(=O)NC2=NN=NN2)=NC2=C(C=CC=C12)[N+](=O)[O-] (4-Methoxy-8-nitro-N(1H-tetrazol- 5-yl)quinaldamide). As a reaction SMILES: [CH3:1][O:2][C:3]1[C:15]2[C:10](=[C:11]([N+:16]([O-:18])=[O:17])[CH:12]=[CH:13][CH:14]=2)[N:9]=[C:5]([C:6]([OH:8])=O)[CH:4]=1.[NH2:19][C:20]1[NH:24][N:23]=[N:22][N:21]=1>CN(C)C=O>[CH3:1][O:2][C:3]1[C:15]2[C:10](=[C:11]([N+:16]([O-:18])=[O:17])[CH:12]=[CH:13][CH:14]=2)[N:9]=[C:5]([C:6]([NH:19][C:20]2[NH:24][N:23]=[N:22][N:21]=2)=[O:8])[CH:4]=1. Reported procedure: 4-Methoxy-8-nitroquinaldic acid (3.6 g) (see Example 16) and N,N'-carbonyldiimidazole (2.5 g) in dimethylformamide (70 ml) were heated on a steam bath for 1 hour. 5-Aminotetrazole (2.5 g) was added and the mixture was heated on a steam bath for 1 hour and cooled. 4-Methoxy-8-nitro-N(1H-tetrazol- 5-yl)quinaldamide, compound with imidazole, m.p. 238°, was filtered off and was triturated with 2 N hydrochloric acid (50 ml). 4-Methoxy-8-nitro-N(1H-tetrazol- 5-yl)quinaldamide was collected and dried, ... Starting materials: BrC=1C=C(C=CC1)N1C2=C(C=3C=C(C=CC13)C)CN(CC2)C (5-(3-bromophenyl)-2,8-dimethyl-2,3,4,5-tetrahydro-1H-pyrido[4,3-b]indole), N1C=NC2=C1C=CC(=C2)B2OC(C)(C)C(C)(C)O2 (1H-benzimidazole-5-boronic acid pinacol ester), C(=O)([O-])[O-].[K+].[K+] (K2CO3), O (water). Reagents/catalysts: C=1C=CC(=CC1)[P](C=2C=CC=CC2)(C=3C=CC=CC3)[Pd]([P](C=4C=CC=CC4)(C=5C=CC=CC5)C=6C=CC=CC6)([P](C=7C=CC=CC7)(C=8C=CC=CC8)C=9C=CC=CC9)[P](C=1C=CC=CC1)(C=1C=CC=CC1)C=1C=CC=CC1 (Pd(PPh3)4). Solvent: COCCOC (DME). Reaction conditions: temperature 90 celsius, time 45 minute. Yields the product N1C=NC2=C1C=CC(=C2)C=2C=C(C=CC2)N2C1=C(C=3C=C(C=CC23)C)CN(CC1)C (5-(3-(1H-benzo[d]imidazol-5-yl)phenyl)-2,8-dimethyl-2,3,4,5-tetrahydro-1H-pyrido[4,3-b]indole). RXN SMILES: Br[C:2]1[CH:3]=[C:4]([N:8]2[C:16]3[CH:15]=[CH:14][C:13]([CH3:17])=[CH:12][C:11]=3[C:10]3[CH2:18][N:19]([CH3:22])[CH2:20][CH2:21][C:9]2=3)[CH:5]=[CH:6][CH:7]=1.[NH:23]1[C:27]2[CH:28]=[CH:29][C:30](B3OC(C)(C)C(C)(C)O3)=[CH:31][C:26]=2[N:25]=[CH:24]1.C([O-])([O-])=O.[K+].[K+].O>COCCOC.C1C=CC([P]([Pd]([P](C2C=CC=CC=2)(C2C=CC=CC=2)C2C=CC=CC=2)([P](C2C=CC=CC=2)(C2C=CC=CC=2)C2C=CC=CC=2)[P](C2C=CC=CC=2)(C2C=CC=CC=2)C2C=CC=CC=2)(C2C=CC=CC=2)C2C=CC=CC=2)=CC=1>[NH:23]1[C:27]2[CH:28]=[CH:29][C:30]([C:2]3[CH:3]=[C:4]([N:8]4[C:16]5[CH:15]=[CH:14][C:13]([CH3:17])=[CH:12][C:11]=5[C:10]5[CH2:18][N:19]([CH3:22])[CH2:20][CH2:21][C:9]4=5)[CH:5]=[CH:6][CH:7]=3)=[CH:31][C:26]=2[N:25]=[CH:24]1 |f:2.3.4,^1:57,59,78,97|. Procedure details: To a de-aerated solution of 5-(3-bromophenyl)-2,8-dimethyl-2,3,4,5-tetrahydro-1H-pyrido[4,3-b]indole (100 mg, 0.281 mmol), 1H-benzimidazole-5-boronic acid pinacol ester (137 mg, 0.561 mmol) and K2CO3 (116 mg, 0.845 mmol) in DME (4 mL)-water (2 mL) was added Pd(PPh3)4 (16 mg, 0.013 mmol). The reaction mixture was stirred at 90° C. for 45 min. The reaction mixture was concentrated under reduced pressure. The residue was dissolved in EtOAc (50 mL) and washed with water (20 mL). The organic layer wa...